Dataset: the Open Reaction Database (ORD), a public repository of structured organic reaction records. Task: describe an organic reaction: reactants, conditions, products, and yield The reactants are O(C1=CC=CC=C1)C(=O)C1=C(C2=CC=CC=C2C=C1)O (2-phenoxycarbonyl-1-naphthol), S(=O)(C1=CC=C(C=C1)N)(=O)O (sulfanilic acid), CN(C)C=O (DMF). Run in C(C)N(CC)CC (triethylamine). Run at temperature 170 celsius, time 5 hour. The product is S(=O)(=O)(O)C1=CC=C(NNC(=O)C2=C(C3=CC=CC=C3C=C2)O)C=C1 (2-(N-4-Sulfoanilinocarbamoyl)-1-naphthol). Reaction SMILES: O([C:8]([C:10]1[CH:19]=[CH:18][C:17]2[C:12](=[CH:13][CH:14]=[CH:15][CH:16]=2)[C:11]=1[OH:20])=[O:9])C1C=CC=CC=1.[S:21]([OH:31])(=[O:30])([C:23]1[CH:28]=[CH:27][C:26]([NH2:29])=[CH:25][CH:24]=1)=[O:22].C[N:33](C=O)C>C(N(CC)CC)C>[S:21]([C:23]1[CH:24]=[CH:25][C:26]([NH:29][NH:33][C:8]([C:10]2[CH:19]=[CH:18][C:17]3[C:12](=[CH:13][CH:14]=[CH:15][CH:16]=3)[C:11]=2[OH:20])=[O:9])=[CH:27][CH:28]=1)([OH:31])(=[O:30])=[O:22]. Reported procedure: To 13.2 g of 2-phenoxycarbonyl-1-naphthol, 8.6 g of sulfanilic acid, 20 ml of DMF and 14 ml of triethylamine were added. The mixture was stirred at 170° C. for 5 hours. The mixture was concentrated at reduced pressure and methanol was added to the residue. The crystals thus-precipitated were collected by filtration. Reactants: C(C)(C)(C)OC(=O)N1CC(C(CC1)=O)=CC (1-(t-butoxycarbonyl)-3-ethylidene-4-piperidone), [Cl-].[Ce+3].[Cl-].[Cl-] (cerium chloride), [BH4-].[Na+] (sodium borohydride). Solvent: CO (methanol). Run at time 1 hour. Product: C(C)(C)(C)OC(=O)N1CC(C(CC1)O)=CC (1-(t-butoxycarbonyl)-3-ethylidene-4-hydroxypiperidine). Yield: 99.2%. Reaction SMILES: [C:1]([O:5][C:6]([N:8]1[CH2:13][CH2:12][C:11](=[O:14])[C:10](=[CH:15][CH3:16])[CH2:9]1)=[O:7])([CH3:4])([CH3:3])[CH3:2].[Cl-].[Ce+3].[Cl-].[Cl-].[BH4-].[Na+]>CO>[C:1]([O:5][C:6]([N:8]1[CH2:13][CH2:12][CH:11]([OH:14])[C:10](=[CH:15][CH3:16])[CH2:9]1)=[O:7])([CH3:4])([CH3:3])[CH3:2] |f:1.2.3.4,5.6|. Reported procedure: To a solution of 1.32 g (5.9 mmol) of 1-(t-butoxycarbonyl)-3-ethylidene-4-piperidone in 10 ml of methanol, 2.19 g (5.9 mmol) of cerium chloride 7 hydrate were added under ice cooling, followed by the addition of 0.22 g (5.9 mmol) of sodium borohydride. The resulting mixture was then stirred at room temperature for 1 hour. After removal of the solvent by distillation under reduced pressure, water was added to the residue, followed by extraction with ethyl acetate. The organic layer was dried over... Reactants: CCOC(=O)Nc1ccccc1-c1nnc(CSCCOc2ccccc2)o1, C1CCNC1. The product is O=C(Nc1ccccc1-c1nnc(CSCCOc2ccccc2)o1)N1CCCC1. RXN SMILES: [CH2:1]([O:2][C:4]([NH:5][c:6]1[c:7](-[c:12]2[o:13][c:14]([CH2:17][S:18][CH2:19][CH2:20][O:21][c:22]3[cH:23][cH:24][cH:25][cH:26][cH:27]3)[n:15][n:16]2)[cH:8][cH:9][cH:10][cH:11]1)=[O:28])[CH3:3].[CH2:29]1[CH2:30][CH2:31][NH:32][CH2:33]1>>[C:4]([NH:5][c:6]1[c:7](-[c:12]2[o:13][c:14]([CH2:17][S:18][CH2:19][CH2:20][O:21][c:22]3[cH:23][cH:24][cH:25][cH:26][cH:27]3)[n:15][n:16]2)[cH:8][cH:9][cH:10][cH:11]1)(=[O:28])[N:32]1[CH2:31][CH2:30][CH2:29][CH2:33]1. The reactants are Cl (hydrochloric acid), 3-(methyl ONN azoxy)-2,2-propylene dioxy-butane, Compound ( IV ), ( a ), N[C@@H](C)C(=O)O (L-alanine), C([O-])([O-])=O.[Na+].[Na+] (sodium carbonate), ClC(=O)OCC (ethyl chloroformate). The solvent is O (water). Reaction conditions: time 30 minute. The product is C(C)OC(=O)N[C@@H](C)C(=O)O (N-ethoxycarbonyl alanine). Isolated yield 96.0%. Reaction SMILES: [NH2:1][C@H:2]([C:4]([OH:6])=[O:5])[CH3:3].C(=O)([O-])[O-].[Na+].[Na+].Cl[C:14]([O:16][CH2:17][CH3:18])=[O:15].Cl>O>[CH2:17]([O:16][C:14]([NH:1][C@H:2]([C:4]([OH:6])=[O:5])[CH3:3])=[O:15])[CH3:18] |f:1.2.3|. Procedure details: Production of 3-(methyl ONN azoxy)-2,2-propylene dioxy-butane [Compound (IV):R3 =H, R4 =-CH2CH2CH2 -]: (a) In 700 ml of water were dissolved 40 g of L-alanine and 127 g of sodium carbonate. Then 64 ml of ethyl chloroformate was added dropwise to the mixture under ice-cooling and its stirring was conducted at room temperature for 30 minutes. A 35% hydrochloric acid was added to the reaction liquid to make this acidic and the reaction liquid was adsorbed on the column (6.5×60 cm) of diaion HP-20. ...